This data is from the Open Reaction Database (ORD), a public repository of structured organic reaction records. The task is: describe an organic reaction: reactants, conditions, products, and yield Starting materials: [NH4+].[Cl-] (NH4Cl), C(#C)C=1C=NC2=CC=C(C=C2C1)OC(C(=O)O)SC ((3-ethynyl-quinolin-6-yloxy)-methylsulfanyl-acetic acid), CN(C)C(=[N+](C)C)ON1C2=C(C=CC=C2)N=N1.[B-](F)(F)(F)F (TBTU), NC1(CCC1)CO ((1-amino-cyclobutyl)-methanol). Solvent: CC#N (CH3CN), CCN(CC)CC (Et3N). Run at time 1 hour. The product is C(#C)C=1C=NC2=CC=C(C=C2C1)OC(C(=O)NC1(CCC1)CO)SC (2-(3-ethynyl-quinolin-6-yloxy)-N-(1-hydroxymethyl-cyclobutyl)-2-methylsulfanyl-acetamide). Isolated yield 331.1%. Reaction SMILES: [C:1]([C:3]1[CH:4]=[N:5][C:6]2[C:11]([CH:12]=1)=[CH:10][C:9]([O:13][CH:14]([S:18][CH3:19])[C:15]([OH:17])=O)=[CH:8][CH:7]=2)#[CH:2].CN(C(ON1N=NC2C=CC=CC1=2)=[N+](C)C)C.[B-](F)(F)(F)F.[NH2:42][C:43]1([CH2:47][OH:48])[CH2:46][CH2:45][CH2:44]1.[NH4+].[Cl-]>CC#N.CCN(CC)CC>[C:1]([C:3]1[CH:4]=[N:5][C:6]2[C:11]([CH:12]=1)=[CH:10][C:9]([O:13][CH:14]([S:18][CH3:19])[C:15]([NH:42][C:43]1([CH2:47][OH:48])[CH2:46][CH2:45][CH2:44]1)=[O:17])=[CH:8][CH:7]=2)#[CH:2] |f:1.2,4.5|. Reported procedure: To a solution of (3-ethynyl-quinolin-6-yloxy)-methylsulfanyl-acetic acid (1.10 g) in CH3CN (40 ml) was added Et3N (2.25 ml), AHOBT (0.06 g), TBTU (1.50 g) and (1-amino-cyclobutyl)-methanol (0.06 g) at room temperature, under nitrogen atmosphere. The mixture was stirred at the same temperature during 1 hour, then poured into sat aq NH4Cl and extracted with ethyl acetate (2×20 ml). The organic phase was separated and washed with aq Na2S2O3 and sat. aq. NaCl then dried over anhydrous sodium sulphat... The product is NC(=O)c1nc(F)cnc1O. Starting materials: Cc1ccccc1, C1CCC(NC2CCCCC2)CC1, N#Cc1nc(F)cnc1O, [Na+], [OH-], O. RXN SMILES: [CH3:1][c:2]1[cH:3][cH:4][cH:5][cH:6][cH:7]1.[CH:10]1([NH:11][CH:12]2[CH2:13][CH2:14][CH2:15][CH2:16][CH2:17]2)[CH2:18][CH2:19][CH2:20][CH2:21][CH2:22]1.[F:23][c:24]1[cH:25][n:26][c:27]([OH:32])[c:28]([C:30]#[N:31])[n:29]1.[Na+:9].[OH-:8].[OH2:33]>>[O:8]=[C:30]([c:28]1[c:27]([OH:32])[n:26][cH:25][c:24]([F:23])[n:29]1)[NH2:31]. Starting materials: BrCc1ccccc1, C1CCOC1, [Li]CCCC, Cc1cc(C)ncn1, [Cl-], [NH4+]. Product: Cc1cc(CCc2ccccc2)ncn1. RXN SMILES: [CH2:14]([c:15]1[cH:16][cH:17][cH:18][cH:19][cH:20]1)[Br:21].[CH2:24]1[O:25][CH2:26][CH2:27][CH2:28]1.[CH2:9]([Li:10])[CH2:11][CH2:12][CH3:13].[CH3:1][c:2]1[n:3][cH:4][n:5][c:6]([CH3:8])[cH:7]1.[Cl-:22].[NH4+:23]>>[CH3:1][c:2]1[n:3][cH:4][n:5][c:6]([CH2:8][CH2:14][c:15]2[cH:16][cH:17][cH:18][cH:19][cH:20]2)[cH:7]1. The reactants are ClC1=CC(=C(CN2N=CC3=CC(=CC=C23)\C=C/2\C(N(C(S2)=O)C2CCNCC2)=O)C=C1)C(F)(F)F ((5Z)-5-({1-[4-chloro-2-(trifluoromethyl)benzyl]-1H-indazol-5-yl}methylidene)-3-piperidin-4-yl-1,3-thiazolidine-2,4-dione), BrCC(=O)OC(C)(C)C (tert-butyl bromoacetate). The product is ClC1=CC(=C(CN2N=CC3=CC(=CC=C23)\C=C/2\C(N(C(S2)=O)C2CCN(CC2)CC(=O)OC(C)(C)C)=O)C=C1)C(F)(F)F (1,1-Dimethylethyl {4-[(5Z)-5-({1-[4-chloro-2-(trifluoromethyl)benzyl]-1H-indazol-5-yl}methylidene)-2,4-dioxo-1,3-thiazolidin-3-yl]piperidin-1-yl}acetate). RXN SMILES: [Cl:1][C:2]1[CH:31]=[CH:30][C:5]([CH2:6][N:7]2[C:15]3[C:10](=[CH:11][C:12](/[CH:16]=[C:17]4/[C:18](=[O:29])[N:19]([CH:23]5[CH2:28][CH2:27][NH:26][CH2:25][CH2:24]5)[C:20](=[O:22])[S:21]/4)=[CH:13][CH:14]=3)[CH:9]=[N:8]2)=[C:4]([C:32]([F:35])([F:34])[F:33])[CH:3]=1.Br[CH2:37][C:38]([O:40][C:41]([CH3:44])([CH3:43])[CH3:42])=[O:39]>>[Cl:1][C:2]1[CH:31]=[CH:30][C:5]([CH2:6][N:7]2[C:15]3[C:10](=[CH:11][C:12](/[CH:16]=[C:17]4/[C:18](=[O:29])[N:19]([CH:23]5[CH2:28][CH2:27][N:26]([CH2:37][C:38]([O:40][C:41]([CH3:44])([CH3:43])[CH3:42])=[O:39])[CH2:25][CH2:24]5)[C:20](=[O:22])[S:21]/4)=[CH:13][CH:14]=3)[CH:9]=[N:8]2)=[C:4]([C:32]([F:35])([F:34])[F:33])[CH:3]=1. Procedure: 1,1-Dimethylethyl {4-[(5Z)-5-({1-[4-chloro-2-(trifluoromethyl)benzyl]-1H-indazol-5-yl}methylidene)-2,4-dioxo-1,3-thiazolidin-3-yl]piperidin-1-yl}acetate was prepared from (5Z)-5-({1-[4-chloro-2-(trifluoromethyl)benzyl]-1H-indazol-5-yl}methylidene)-3-piperidin-4-yl-1,3-thiazolidine-2,4-dione (Example 113) and tert-butyl bromoacetate using the same methods as described by Procedure I. Reactants: C(C)(C)C=1N=C(SC1)C1=NC2=C(C(=CC=C2C(=C1)OC1CC2C(NCCCCCC=CC3CC3(NC(C2C1)=O)C(=O)O)=O)OC)C (18-[2-(4-isopropylthiazole-2-yl)-7-methoxy-8-methylquinolin-4-yloxy]-2,15-dioxo-3,14-diazatricyclo[14.3.0.04,6]nonadec-7-ene-4-carboxylic acid), C1(CC1)S(=O)(=O)N (cyclopropylsulfonamide), C(C)(C)C=1N=C(SC1)C1=NC2=C(C(=CC=C2C(=C1)OC1CC2C(N(CCCCC=CC3CC3(NC(C2C1)=O)C(=O)NS(=O)(=O)C1CC1)C)=O)OC)C (N-[17-[2-(4-isopropylthiazole-2-yl)-7-methoxy-8-methylquinolin-4-yloxy]-13-methyl-2,14-dioxo-3,13-diazatricyclo[13.3.0.04,6]octadec-7-ene-4-carbonyl](cyclopropyl)sulfonamide). Yields the product C(C)(C)C=1N=C(SC1)C1=NC2=C(C(=CC=C2C(=C1)OC1CC2C(NCCCCCC=CC3CC3(NC(C2C1)=O)C(=O)NS(=O)(=O)C1CC1)=O)OC)C (N-[18-[2-(4-isopropylthiazole-2-yl)-7-methoxy-8-methylquinolin-4-yl-oxy]-2,15-dioxo-3,14-diazatricyclo[14.3.0.04,6]nonadec-7-ene-4-carbonyl](cyclo-propyl)sulfonamide). As a reaction SMILES: [CH:1]([C:4]1[N:5]=[C:6]([C:9]2[CH:18]=[C:17]([O:19][CH:20]3[CH2:38][CH:37]4[CH:22]([C:23](=[O:43])[NH:24][CH2:25][CH2:26][CH2:27][CH2:28][CH2:29][CH:30]=[CH:31][CH:32]5[C:34]([C:40](O)=[O:41])([NH:35][C:36]4=[O:39])[CH2:33]5)[CH2:21]3)[C:16]3[C:11](=[C:12]([CH3:46])[C:13]([O:44][CH3:45])=[CH:14][CH:15]=3)[N:10]=2)[S:7][CH:8]=1)([CH3:3])[CH3:2].[CH:47]1([S:50]([NH2:53])(=[O:52])=[O:51])[CH2:49][CH2:48]1.C(C1N=C(C2C=C(OC3CC4C(C(=O)N(C)CCCCC=CC5C(C(NS(C6CC6)(=O)=O)=O)(NC4=O)C5)C3)C3C(=C(C)C(OC)=CC=3)N=2)SC=1)(C)C>>[CH:1]([C:4]1[N:5]=[C:6]([C:9]2[CH:18]=[C:17]([O:19][CH:20]3[CH2:38][CH:37]4[CH:22]([C:23](=[O:43])[NH:24][CH2:25][CH2:26][CH2:27][CH2:28][CH2:29][CH:30]=[CH:31][CH:32]5[C:34]([C:40]([NH:53][S:50]([CH:47]6[CH2:49][CH2:48]6)(=[O:52])=[O:51])=[O:41])([NH:35][C:36]4=[O:39])[CH2:33]5)[CH2:21]3)[C:16]3[C:11](=[C:12]([CH3:46])[C:13]([O:44][CH3:45])=[CH:14][CH:15]=3)[N:10]=2)[S:7][CH:8]=1)([CH3:2])[CH3:3]. Reported procedure: The title compound was prepared from 18-[2-(4-isopropylthiazole-2-yl)-7-methoxy-8-methylquinolin-4-yloxy]-2,15-dioxo-3,14-diazatricyclo[14.3.0.04,6]nonadec-7-ene-4-carboxylic acid (80) and cyclopropylsulfonamide following the procedure reported for the preparation of N-[17-[2-(4-isopropylthiazole-2-yl)-7-methoxy-8-methylquinolin-4-yloxy]-13-methyl-2,14-dioxo-3,13-diazatricyclo[13.3.0.04,6]octadec-7-ene-4-carbonyl](cyclopropyl)sulfonamide (47): m/z=750 (M+H)+. 1H NMR (CDCl3): 0.90-0.96 (m, 1H), 1...